Dataset: the Open Reaction Database (ORD), a public repository of structured organic reaction records. Task: describe an organic reaction: reactants, conditions, products, and yield Starting materials: OC1=CC=C(C(=O)C2=CC=C(CN3C=NC=4N(C(N(C(C34)=O)C)=O)C)C=C2)C=C1 (7-[4-(4-hydroxybenzoyl)benzyl)-1,3-dimethylxanthine), C([O-])([O-])=O.[K+].[K+] (potassium carbonate), Cl.ClCCN1CCOCC1 (1-chloro-2-morpholinoethane hydrochloride). The solvent is CN(C)C=O (DMF), O (water). Product: CN1C(=O)N(C=2N=CN(C2C1=O)CC1=CC=C(C=C1)C(C1=CC=C(C=C1)OCCN1CCOCC1)=O)C (1,3-Dimethyl-7-[4-[4-(2-morpholinoethoxy)benzoyl]-benzyl]xanthine). Yield: 42.4%. RXN SMILES: [OH:1][C:2]1[CH:29]=[CH:28][C:5]([C:6]([C:8]2[CH:27]=[CH:26][C:11]([CH2:12][N:13]3[C:21]4[C:20](=[O:22])[N:19]([CH3:23])[C:18](=[O:24])[N:17]([CH3:25])[C:16]=4[N:15]=[CH:14]3)=[CH:10][CH:9]=2)=[O:7])=[CH:4][CH:3]=1.C(=O)([O-])[O-].[K+].[K+].Cl.Cl[CH2:38][CH2:39][N:40]1[CH2:45][CH2:44][O:43][CH2:42][CH2:41]1>CN(C=O)C.O>[CH3:23][N:19]1[C:20](=[O:22])[C:21]2[N:13]([CH2:12][C:11]3[CH:26]=[CH:27][C:8]([C:6](=[O:7])[C:5]4[CH:28]=[CH:29][C:2]([O:1][CH2:38][CH2:39][N:40]5[CH2:45][CH2:44][O:43][CH2:42][CH2:41]5)=[CH:3][CH:4]=4)=[CH:9][CH:10]=3)[CH:14]=[N:15][C:16]=2[N:17]([CH3:25])[C:18]1=[O:24] |f:1.2.3,4.5|. Procedure details: A solution of 7-[4-(4-hydroxybenzoyl)benzyl)-1,3-dimethylxanthine (170 mg), potassium carbonate (200 mg) and 1-chloro-2-morpholinoethane hydrochloride (87 mg) in DMF (10 ml) was stirred at 60° C. for 5 hours. This reaction mixture was poured in water and extracted with ethyl acetate. The extract was washed with water, dried, and concentrated. The residue was purified by silica gel column chromatography (chloroform: ethyl acetate: acetone =1:1:1) to provide the title compound (93 mg). The reactants are ClC=1N=C(C2=C(N1)C=C(S2)CN2CCN(CC2)C)N2CCOCC2 (2-Chloro-6-(4-methyl-piperazin-1-ylmethyl)-4-morpholin-4-yl-thieno[3,2-d]pyrimidine), NC=1C=C(C=CC1C)B(O)O (3-amino-4-methylbenzeneboronic acid). The product is CC1=C(C=C(C=C1)C=1N=C(C2=C(N1)C=C(S2)CN2CCN(CC2)C)N2CCOCC2)N (2-Methyl-5-[6-(4-methyl-piperazin-1-ylmethyl)-4-morpholin-4-yl-thieno[3,2-d]pyrimidin-2-yl]-phenylamine). As a reaction SMILES: Cl[C:2]1[N:3]=[C:4]([N:19]2[CH2:24][CH2:23][O:22][CH2:21][CH2:20]2)[C:5]2[S:10][C:9]([CH2:11][N:12]3[CH2:17][CH2:16][N:15]([CH3:18])[CH2:14][CH2:13]3)=[CH:8][C:6]=2[N:7]=1.[NH2:25][C:26]1[CH:27]=[C:28](B(O)O)[CH:29]=[CH:30][C:31]=1[CH3:32]>>[CH3:32][C:31]1[CH:30]=[CH:29][C:28]([C:2]2[N:3]=[C:4]([N:19]3[CH2:24][CH2:23][O:22][CH2:21][CH2:20]3)[C:5]3[S:10][C:9]([CH2:11][N:12]4[CH2:17][CH2:16][N:15]([CH3:18])[CH2:14][CH2:13]4)=[CH:8][C:6]=3[N:7]=2)=[CH:27][C:26]=1[NH2:25]. Procedure details: 2-Chloro-6-(4-methyl-piperazin-1-ylmethyl)-4-morpholin-4-yl-thieno[3,2-d]pyrimidine was reacted with 3-amino-4-methylbenzeneboronic acid in general procedure A. Purification by flash chromatography on silica yielded 2-Methyl-5-[6-(4-methyl-piperazin-1-ylmethyl)-4-morpholin-4-yl-thieno[3,2-d]pyrimidin-2-yl]-phenylamine. To a solution of 2-Methyl-5-[6-(4-methyl-piperazin-1-ylmethyl)-4-morpholin-4-yl-thieno[3,2-d]pyrimidin-2-yl]-phenylamine (154 mg) in chloroform (10 ml) and acetic acid (2 ml) was ...